describe an organic reaction: reactants, conditions, products, and yield From a dataset of the Open Reaction Database (ORD), a public repository of structured organic reaction records. The reactants are ClC(C1=CC=C(C=C1)C(C(=O)OCC)C)C1S(CCC1)(=O)=O (Ethyl 2-{4-[chloro-(1,1-dioxotetrahydro-1λ6-thiophen-2-yl)methyl]phenyl}propionate), N12CCCCCC2=NCCC1 (1,8-diazabicyclo[5.4.0]undec-7-ene). Run in C1=CC=CC=C1 (benzene). Conditions: time 3 hour. Yields the product O=S1(C(CCC1)=CC1=CC=C(C=C1)C(C(=O)OCC)C)=O (Ethyl 2-[4-(1,1-dioxotetrahydro-1λ6-thiophen-2-ylidenemethyl)phenyl]propionate). Yield: 79.9%. Reaction SMILES: Cl[CH:2]([CH:16]1[CH2:20][CH2:19][CH2:18][S:17]1(=[O:22])=[O:21])[C:3]1[CH:8]=[CH:7][C:6]([CH:9]([CH3:15])[C:10]([O:12][CH2:13][CH3:14])=[O:11])=[CH:5][CH:4]=1.N12CCCN=C1CCCCC2>C1C=CC=CC=1>[O:21]=[S:17]1(=[O:22])[CH2:18][CH2:19][CH2:20][C:16]1=[CH:2][C:3]1[CH:8]=[CH:7][C:6]([CH:9]([CH3:15])[C:10]([O:12][CH2:13][CH3:14])=[O:11])=[CH:5][CH:4]=1. Procedure details: Ethyl 2-{4-[chloro-(1,1-dioxotetrahydro-1λ6-thiophen-2-yl)methyl]phenyl} propionate (420 mg) obtained in Example 39 was dissolved in benzene (7.0 ml), and to the solution was added 1,8-diazabicyclo[5.4.0]undec-7-ene (0.45 ml), and the mixture was stirred for 3 hours. The reaction mixture was quenched with water, and extracted with ethyl acetate. The organic layer was washed with water and saturated brine, and then dried over sodium sulfate. The solvent was evaporated under reduced pressure, and ... The reactants are COc1cc(C#N)ccc1-c1nc2cnncc2[nH]1, OO. Yields the product COc1cc(C(N)=O)ccc1-c1nc2cnncc2[nH]1. As a reaction SMILES: [CH3:1][O:2][c:3]1[c:4](-[c:11]2[n:12][c:13]3[c:14]([cH:15][n:16][n:17][cH:18]3)[nH:19]2)[cH:5][cH:6][c:7]([C:9]#[N:10])[cH:8]1.[OH:20][OH:21]>>[CH3:1][O:2][c:3]1[c:4](-[c:11]2[nH:12][c:13]3[c:14]([cH:15][n:16][n:17][cH:18]3)[n:19]2)[cH:5][cH:6][c:7]([C:9]([NH2:10])=[O:20])[cH:8]1. Reactants: N1CCC(CC1)OC=1SC2=C(N1)C=CC(=C2)C=2CCN(CC2)S(=O)(=O)CCC (2-(Piperidin-4-yloxy)-6-(1-(propylsulfonyl)-1,2,3,6-tetrahydropyridin-4-yl)benzo[d]thiazole), C1(CC1)S(=O)(=O)Cl (cyclopropanesulfonyl chloride). Yields the product C1(CC1)S(=O)(=O)N1CCC(CC1)OC=1SC2=C(N1)C=CC(=C2)C=2CCN(CC2)S(=O)(=O)CCC (2-(1-(Cyclopropylsulfonyl)piperidin-4-yloxy)-6-(1-(propylsulfonyl)-1,2,3,6-tetrahydropyridin-4-yl)benzo[d]thiazole). As a reaction SMILES: [NH:1]1[CH2:6][CH2:5][CH:4]([O:7][C:8]2[S:9][C:10]3[CH:16]=[C:15]([C:17]4[CH2:18][CH2:19][N:20]([S:23]([CH2:26][CH2:27][CH3:28])(=[O:25])=[O:24])[CH2:21][CH:22]=4)[CH:14]=[CH:13][C:11]=3[N:12]=2)[CH2:3][CH2:2]1.[CH:29]1([S:32](Cl)(=[O:34])=[O:33])[CH2:31][CH2:30]1>>[CH:29]1([S:32]([N:1]2[CH2:2][CH2:3][CH:4]([O:7][C:8]3[S:9][C:10]4[CH:16]=[C:15]([C:17]5[CH2:18][CH2:19][N:20]([S:23]([CH2:26][CH2:27][CH3:28])(=[O:25])=[O:24])[CH2:21][CH:22]=5)[CH:14]=[CH:13][C:11]=4[N:12]=3)[CH2:5][CH2:6]2)(=[O:34])=[O:33])[CH2:31][CH2:30]1. Reported procedure: Example 22 was prepared from Compound 15A and cyclopropanesulfonyl chloride in a similar manner to the procedure described for Example 1. 1H NMR (599 MHz, DMSO-d6) δ ppm 7.93 (s, 1H), 7.62 (d, J=8.2 Hz, 1H), 7.50 (d, J=8.8 Hz, 1H), 6.23 (br. s., 1H), 5.35 (ddd, J=7.5, 3.7, 3.5 Hz, 1H), 3.96 (br. s., 2H), 3.50 (t, J=5.6 Hz, 4H), 3.35 (m, 2H), 3.00-3.14 (m, 2H), 2.60-2.69 (m, 3H), 2.15-2.26 (m, 2H), 1.98 (d, J=7.6 Hz, 2H), 1.70-1.82 (m, 2H), 0.94-1.10 (m, 7H). LC/MS (m/z)=526 (M+H)+. Reactants: C1(=CC=CC=C1)C1(CCCC1)CO ((1-phenyl-cyclopentyl)-methanol), TEA, CS(=O)(=O)Cl (methanesulfonyl chloride). Solvent: C(Cl)Cl (DCM). Reaction conditions: time 16 hour. Yields the product C1(=CC=CC=C1)C1(CCCC1)COS(=O)(=O)C (methanesulfonic acid 1-phenyl-cyclopentylmethyl ester). Isolated yield 61.1%. As a reaction SMILES: [C:1]1([C:7]2([CH2:12][OH:13])[CH2:11][CH2:10][CH2:9][CH2:8]2)[CH:6]=[CH:5][CH:4]=[CH:3][CH:2]=1.[CH3:14][S:15](Cl)(=[O:17])=[O:16]>C(Cl)Cl>[C:1]1([C:7]2([CH2:12][O:13][S:15]([CH3:14])(=[O:17])=[O:16])[CH2:11][CH2:10][CH2:9][CH2:8]2)[CH:6]=[CH:5][CH:4]=[CH:3][CH:2]=1. Reported procedure: To a solution of (1-phenyl-cyclopentyl)-methanol (11.5 g, 64.34 mmol) in DCM (100 ml) was added TEA (17.5 ml, 130.68 mmol) and followed by methanesulfonyl chloride (MsCl) (8.9 g, 78.4 mmol) was added drop wise at 0° C. and the reaction mixture was stirred at RT for 16 h. After completion of the reaction, it was quenched with water and concentrated. Then the crude product was dissolved in DCM, extracted with DCM and the organic layer was washed with water, and brine and then dried over Na2SO4. Th... Starting materials: ClCC(=O)NC=1C(=NC(=CC1OC(CC)CC)C)NC1=C(C=C(C=C1C)C)C (2-chloro-N-[4-(1-ethyl-propoxy)-6-methyl-2-(2,4,6-trimethyl-phenylamino)-pyridin-3-yl]-acetamide), C[Si](C)(C)[N-][Si](C)(C)C.[Li+] (lithium bistrimethylsilyl amide). Solvent: C1CCOC1 (THF), C1CCOC1 (THF). Conditions: time 1 hour. The product is C(C)C(CC)OC1=CC(=NC=2N(CC(NC21)=O)C2=C(C=C(C=C2C)C)C)C (8-(1-Ethyl-propoxy)-6-methyl-4-(2,4,6-trimethyl-phenyl)-3,4-dihydro-1H-pyrido[2,3-b]pyrazin-2-one). Isolated yield 104.5%. RXN SMILES: Cl[CH2:2][C:3]([NH:5][C:6]1[C:7]([NH:19][C:20]2[C:25]([CH3:26])=[CH:24][C:23]([CH3:27])=[CH:22][C:21]=2[CH3:28])=[N:8][C:9]([CH3:18])=[CH:10][C:11]=1[O:12][CH:13]([CH2:16][CH3:17])[CH2:14][CH3:15])=[O:4].C[Si]([N-][Si](C)(C)C)(C)C.[Li+]>C1COCC1>[CH2:14]([CH:13]([O:12][C:11]1[C:6]2[NH:5][C:3](=[O:4])[CH2:2][N:19]([C:20]3[C:25]([CH3:26])=[CH:24][C:23]([CH3:27])=[CH:22][C:21]=3[CH3:28])[C:7]=2[N:8]=[C:9]([CH3:18])[CH:10]=1)[CH2:16][CH3:17])[CH3:15] |f:1.2|. Procedure: To a cooled solution of 2-chloro-N-[4-(1-ethyl-propoxy)-6-methyl-2-(2,4,6-trimethyl-phenylamino)-pyridin-3-yl]-acetamide (40 mg, 0.099 mmol) in dry THF was added 1.0 M lithium bistrimethylsilyl amide (LiN(SiMe3)2) in THF (0.3 ml, 0.3 mmol) at −78° C. and stirred at that temperature for 1 hour, then warmed to room temperature for 30 min. The mixture was quenched with water and extracted with ethyl acetate. The organic layer was dried and concentrated to give 38 mg of the title compound as a tan c... RXN SMILES: Cl.[N:2]12[CH2:10][C:6]([C:11]([OH:13])=[O:12])([CH2:7][CH2:8][CH2:9]1)[CH2:5][CH2:4][CH2:3]2.S(Cl)(Cl)=O.[C:18](=[N:21][OH:22])([NH2:20])[CH3:19].[C:23](=[O:26])([O-:25])[O-].[K+].[K+]>C(Cl)(Cl)Cl.O.C1(C)C(C)=CC=CC=1>[C:11]([OH:13])(=[O:12])[C:23]([OH:25])=[O:26].[CH3:19][C:18]1[N:20]=[C:11]([C:6]23[CH2:10][N:2]([CH2:9][CH2:8][CH2:7]2)[CH2:3][CH2:4][CH2:5]3)[O:22][N:21]=1 |f:0.1,4.5.6,10.11|. Procedure: 1-Azabicyclo[3.3.1]non-5-ylcarboxylic acid hydrochloride salt (D14) (1.79 g, 0.0087 mole) was treated with thionyl chloride (20 ml) and heated under reflux for 5 h. The solution was concentrated in vacuo to leave a white solid, which was taken up in chloroform (150 ml), treated with acetamide oxime (D17) (770mg, 0.0104 mole) and heated under reflux for 6 h. The reaction mixture was basified with saturated potassium carbonate solution and extracted with chloroform (3×80 ml). The combined extracts... The reactants are C([O-])([O-])=O.[K+].[K+] (potassium carbonate), Cl.N12CCCC(CCC1)(C2)C(=O)O (1-Azabicyclo[3.3.1]non-5-ylcarboxylic acid hydrochloride salt), S(=O)(Cl)Cl (thionyl chloride), C(C)(N)=NO (acetamide oxime). Yields the product C(C(=O)O)(=O)O.CC1=NOC(=N1)C12CCCN(CCC1)C2 (5-(3-Methyl-1,2,4-oxadiazol-5-yl)-1-azabicyclo[3.3.1]nonane oxalate salt). Run in C=1(C(=CC=CC1)C)C (xylene), C(Cl)(Cl)Cl (chloroform), O (water). The yield is 89.0%.